From a dataset of the Open Reaction Database (ORD), a public repository of structured organic reaction records. describe an organic reaction: reactants, conditions, products, and yield The reactants are C(=O)(OC(C)(C)C)N1C[C@H](OCC1)CC1=CC(=CC=C1)C=CC=1C=NC=CC1 (N-Boc-(R)-2-(3-(2-(3-pyridinyl)vinyl)-benzyl)morpholine), C(C1=CC=CC=C1)N1C(C(OCC1)CC1=CC(=CC=C1)C)=O (N-benzyl-2-(3-methylbenzyl)-morpholin-3-one), B (borane). Product: C(C1=CC=CC=C1)N1CC(OCC1)CC1=CC(=CC=C1)C (N-Benzyl-2-(3-methylbenzyl)-morpholine). As a reaction SMILES: C(N1CCO[C@H](CC2C=CC=C(C=CC3C=NC=CC=3)C=2)C1)(OC(C)(C)C)=O.[CH2:29]([N:36]1[CH2:41][CH2:40][O:39][CH:38]([CH2:42][C:43]2[CH:48]=[CH:47][CH:46]=[C:45]([CH3:49])[CH:44]=2)[C:37]1=O)[C:30]1[CH:35]=[CH:34][CH:33]=[CH:32][CH:31]=1.B>>[CH2:29]([N:36]1[CH2:41][CH2:40][O:39][CH:38]([CH2:42][C:43]2[CH:48]=[CH:47][CH:46]=[C:45]([CH3:49])[CH:44]=2)[CH2:37]1)[C:30]1[CH:31]=[CH:32][CH:33]=[CH:34][CH:35]=1. Procedure: N-Benzyl-2-(3-methylbenzyl)-morpholine was prepared as described for example 70, intermediate (a), but using N-benzyl-2-(3-methylbenzyl)-morpholin-3-one and borane and was isolated as a pale yellow oil. Reactants: COc1ccc(N)cc1, O=C1C(Cl)=C(c2ccccc2)C(=O)N1Cc1cccnc1, CN(C)C=O. The product is COc1ccc(NC2=C(c3ccccc3)C(=O)N(Cc3cccnc3)C2=O)cc1. As a reaction SMILES: [CH3:22][O:23][c:24]1[cH:25][cH:26][c:27]([NH2:28])[cH:29][cH:30]1.[Cl:1][C:2]1=[C:6]([c:7]2[cH:8][cH:9][cH:10][cH:11][cH:12]2)[C:5](=[O:13])[N:4]([CH2:14][c:15]2[cH:16][n:17][cH:18][cH:19][cH:20]2)[C:3]1=[O:21].[O:31]=[CH:32][N:33]([CH3:34])[CH3:35]>>[C:2]1([NH:28][c:27]2[cH:26][cH:25][c:24]([O:23][CH3:22])[cH:30][cH:29]2)=[C:6]([c:7]2[cH:8][cH:9][cH:10][cH:11][cH:12]2)[C:5](=[O:13])[N:4]([CH2:14][c:15]2[cH:16][n:17][cH:18][cH:19][cH:20]2)[C:3]1=[O:21]. Reactants: ClC1=NN2C(C(=N1)N(CC1=CC=C(C=C1)OC)CC)=NC=C2C#N (2-chloro-4-(ethyl(4-methoxybenzyl)amino)imidazo[2,1-f][1,2,4]triazine-7-carbonitrile), CC1(C2=C(C(=CC=C2)P(C3=CC=CC=C3)C4=CC=CC=C4)OC5=C(C=CC=C51)P(C6=CC=CC=C6)C7=CC=CC=C7)C (Xantphos), C(=O)([O-])[O-].[Cs+].[Cs+] (Cs2CO3), ClC1=NN2C(C(=N1)N(CC1=CC=C(C=C1)OC)CC)=NC=C2C#N (2-chloro-4-(ethyl(4-methoxybenzyl)amino)imidazo[2,1-f][1,2,4]triazine-7-carbonitrile), NC=1C=C(C#N)C=C(C1Cl)N1C[C@H]2OCC(N[C@@H]2CC1)=O ((+/−)-3-amino-4-chloro-5-((4aR,8aR)-2-oxohexahydro-1H-pyrido[3,4-b][1,4]oxazin-6(7H)-yl)benzonitrile). The reagents and catalysts are C(C)(=O)[O-].[Pd+] (palladium(I)Acetate), C1=CC=C(C=C1)P([C-]2C=CC=C2)C3=CC=CC=C3.C1=CC=C(C=C1)P([C-]2C=CC=C2)C3=CC=CC=C3.[Fe+2] (DPPF). Solvent: O1CCOCC1 (1,4-dioxane). Conditions: temperature 100 celsius, time 3 hour. Product: ClC1=C(C=C(C=C1N1C[C@H]2OCC(N[C@@H]2CC1)=O)C#N)NC1=NN2C(C(=N1)N(CC1=CC=C(C=C1)OC)CC)=NC=C2C#N ((+/−)-2-((2-chloro-5-cyano-3-((4aR,8aR)-2-oxohexahydro-1H-pyrido[3,4-b][1,4]oxazin-6(7H)-yl)phenyl)amino)-4-(ethyl(4 methoxybenzyl)amino)imidazo[2,1-f][1,2,4]triazine-7-carbonitrile). As a reaction SMILES: Cl[C:2]1[N:7]=[C:6]([N:8]([CH2:18][CH3:19])[CH2:9][C:10]2[CH:15]=[CH:14][C:13]([O:16][CH3:17])=[CH:12][CH:11]=2)[C:5]2=[N:20][CH:21]=[C:22]([C:23]#[N:24])[N:4]2[N:3]=1.[NH2:25][C:26]1[CH:27]=[C:28]([CH:31]=[C:32]([N:35]2[CH2:44][CH2:43][C@@H:42]3[C@H:37]([O:38][CH2:39][C:40](=[O:45])[NH:41]3)[CH2:36]2)[C:33]=1[Cl:34])[C:29]#[N:30].C([O-])([O-])=O.[Cs+].[Cs+].CC1(C)C2C(=C(P(C3C=CC=CC=3)C3C=CC=CC=3)C=CC=2)OC2C(P(C3C=CC=CC=3)C3C=CC=CC=3)=CC=CC1=2>C1C=CC(P(C2C=CC=CC=2)[C-]2C=CC=C2)=CC=1.C1C=CC(P(C2C=CC=CC=2)[C-]2C=CC=C2)=CC=1.[Fe+2].C([O-])(=O)C.[Pd+].O1CCOCC1>[Cl:34][C:33]1[C:32]([N:35]2[CH2:44][CH2:43][C@@H:42]3[C@H:37]([O:38][CH2:39][C:40](=[O:45])[NH:41]3)[CH2:36]2)=[CH:31][C:28]([C:29]#[N:30])=[CH:27][C:26]=1[NH:25][C:2]1[N:7]=[C:6]([N:8]([CH2:18][CH3:19])[CH2:9][C:10]2[CH:15]=[CH:14][C:13]([O:16][CH3:17])=[CH:12][CH:11]=2)[C:5]2=[N:20][CH:21]=[C:22]([C:23]#[N:24])[N:4]2[N:3]=1 |f:2.3.4,6.7.8,9.10|. Procedure details: 2-chloro-4-(ethyl(4-methoxybenzyl)amino)imidazo[2,1-f][1,2,4]triazine-7-carbonitrile (33.5 mg, 0.098 mmol), (Intermediate 10), (+/−)-3-amino-4-chloro-5-((4aR,8aR)-2-oxohexahydro-1H-pyrido[3,4-b][1,4]oxazin-6(7H)-yl)benzonitrile (30 mg, 0.098 mmol), DPPF (3.8 mg, 6.85 mol), Cs2CO3 (65.4 mg, 0.201 mmol), Xantphos (5.66 mg, 9.78 μmol), palladium(I)Acetate (6.83 mg, 0.029 mmol) and 1,4-dioxane (2 ml) were combined in a microwave vial. The vial was evacuated and backfilled with Nitrogen 3×. The react... Starting materials: CCOC(=O)CBr, CC(C)(C)OC(=O)N(Cc1ccccc1)C1CCC(c2ccc(O)cc2)CC1, CN(C)C=O, [Cl-], [H-], [NH4+], [Na+]. Reaction SMILES: [Br:31][CH2:32][C:33](=[O:34])[O:35][CH2:36][CH3:37].[CH2:1]([c:2]1[cH:3][cH:4][cH:5][cH:6][cH:7]1)[N:8]([C:9]([O:10][C:11]([CH3:12])([CH3:13])[CH3:14])=[O:15])[CH:16]1[CH2:17][CH2:18][CH:19]([c:22]2[cH:23][cH:24][c:25]([OH:28])[cH:26][cH:27]2)[CH2:20][CH2:21]1.[CH3:40][N:41]([CH3:42])[CH:43]=[O:44].[Cl-:38].[H-:29].[NH4+:39].[Na+:30]>>[CH2:1]([c:2]1[cH:3][cH:4][cH:5][cH:6][cH:7]1)[N:8]([C:9]([O:10][C:11]([CH3:12])([CH3:13])[CH3:14])=[O:15])[CH:16]1[CH2:17][CH2:18][CH:19]([c:22]2[cH:23][cH:24][c:25]([O:28][CH2:32][C:33](=[O:34])[O:35][CH2:36][CH3:37])[cH:26][cH:27]2)[CH2:20][CH2:21]1. Yields the product CCOC(=O)COc1ccc(C2CCC(N(Cc3ccccc3)C(=O)OC(C)(C)C)CC2)cc1. The reactants are N(=[N+]=[N-])C(CN1C2=C(C=3C=C(C=CC13)C)CCN(CC2)C)C2=CC=NC=C2 (6-(2-azido-2-(pyridin-4-yl)ethyl)-3,9-dimethyl-1,2,3,4,5,6-hexahydroazepino[4,5-b]indole), [Cl-].[NH4+] (ammonium chloride). Reagents/catalysts: [Zn] (zinc). Solvent: C(C)O.O (ethanol water). Conditions: temperature 85 celsius, time 45 minute. The product is CN1CCC=2N(C=3C=CC(=CC3C2CC1)C)CC(N)C1=CC=NC=C1 (2-(3,9-dimethyl-2,3,4,5-tetrahydroazepino[4,5-b]indol-6(1H)-yl)-1-(pyridin-4-yl)ethanamine). Yield: 25.8%. Reaction SMILES: [N:1]([CH:4]([C:22]1[CH:27]=[CH:26][N:25]=[CH:24][CH:23]=1)[CH2:5][N:6]1[C:14]2[CH:13]=[CH:12][C:11]([CH3:15])=[CH:10][C:9]=2[C:8]2[CH2:16][CH2:17][N:18]([CH3:21])[CH2:19][CH2:20][C:7]1=2)=[N+]=[N-].[Cl-].[NH4+]>C(O)C.O.[Zn]>[CH3:21][N:18]1[CH2:17][CH2:16][C:8]2[C:9]3[CH:10]=[C:11]([CH3:15])[CH:12]=[CH:13][C:14]=3[N:6]([CH2:5][CH:4]([C:22]3[CH:23]=[CH:24][N:25]=[CH:26][CH:27]=3)[NH2:1])[C:7]=2[CH2:20][CH2:19]1 |f:1.2,3.4|. Procedure details: To a solution of 6-(2-azido-2-(pyridin-4-yl)ethyl)-3,9-dimethyl-1,2,3,4,5,6-hexahydroazepino[4,5-b]indole (188 mg, 0.522 mmol) in ethanol-water (9 mL: 1 mL), zinc dust (135 mg, 2.08 mmol) and ammonium chloride (110 mg, 2.08 mmol) were added and the reaction mixture was stirred at 85° C. for 45 min. The reaction mixture was filtered and the filtrate concentrated. The residue was basified with aqueous ammonia and extracted with EtOAc (2×50 mL). The combined organic layer was dried over anhydrous s...